This data is from the Open Reaction Database (ORD), a public repository of structured organic reaction records. The task is: describe an organic reaction: reactants, conditions, products, and yield Reactants: NC1=NC(=C(C(=N1)C=1OC=CC1)C#N)S(=O)C (2-amino-4-furan-2-yl-6-methanesulfinyl-pyrimidine-5-carbonitrile), CC1=CC(=NC=C1)CO ((4-methyl-pyridin-2-yl)methanol), C1CCC2=NCCCN2CC1 (DBU). Solvent: COCCOC (DME). Product: NC1=NC(=C(C(=N1)C=1OC=CC1)C#N)OCC1=NC=CC(=C1)C (2-Amino-4-furan-2-yl-6-(4-methyl-pyridin-2-yl-methoxy)-pyrimidine-5-carbonitrile). Reaction SMILES: [NH2:1][C:2]1[N:7]=[C:6]([C:8]2[O:9][CH:10]=[CH:11][CH:12]=2)[C:5]([C:13]#[N:14])=[C:4](S(C)=O)[N:3]=1.[CH3:18][C:19]1[CH:24]=[CH:23][N:22]=[C:21]([CH2:25][OH:26])[CH:20]=1.C1CCN2C(=NCCC2)CC1>COCCOC>[NH2:1][C:2]1[N:7]=[C:6]([C:8]2[O:9][CH:10]=[CH:11][CH:12]=2)[C:5]([C:13]#[N:14])=[C:4]([O:26][CH2:25][C:21]2[CH:20]=[C:19]([CH3:18])[CH:24]=[CH:23][N:22]=2)[N:3]=1. Procedure: From 2-amino-4-furan-2-yl-6-methanesulfinyl-pyrimidine-5-carbonitrile, (4-methyl-pyridin-2-yl)methanol and DBU in DME. ES-MS m/e (%): 308 (M+H+, 100). Reactants: Cl (hydrochloric acid), B(O)(O)O (boric acid), C(=O)=O (carbon dioxide), C([O-])([O-])=O.[Na+].[Na+] (sodium carbonate), CC(C=O)CCC=C(C)C (2,6-dimethyl-5-heptenal), S(=O)([O-])[O-].[Na+].[Na+] (sodium sulfite), S(=O)=O (sulfur dioxide). The reagents and catalysts are C(CCCCCCC\C=C/CCCCCCCC)(=O)[O-].[Na+] (sodium oleate). The solvent is O (water), O (water). Conditions: time 2 hour. Product: CC(C=O)CCC=C(C)C (2,6-dimethyl-5-heptenal), CC(C=O)CCCC(C)(O)C (2,6-dimethyl-6-hydroxy heptanal). The yield is 90.1%. As a reaction SMILES: [CH3:1][CH:2]([CH2:5][CH2:6][CH:7]=[C:8]([CH3:10])[CH3:9])[CH:3]=[O:4].S([O-])([O-])=[O:12].[Na+].[Na+].B(O)(O)O.Cl.S(=O)=O.C(=O)([O-])[O-].[Na+].[Na+].C(=O)=O>C([O-])(=O)CCCCCCC/C=C\CCCCCCCC.[Na+].O>[CH3:1][CH:2]([CH2:5][CH2:6][CH:7]=[C:8]([CH3:10])[CH3:9])[CH:3]=[O:4].[CH3:1][CH:2]([CH2:5][CH2:6][CH2:7][C:8]([CH3:10])([OH:12])[CH3:9])[CH:3]=[O:4] |f:1.2.3,7.8.9,11.12|. Procedure: An aqueous emulsion of 2,6-dimethyl-5-heptenal is prepared by stirring a solution of 3 grams of sodium oleate, and 400 mls of water, with 490 grams 2,6-dimethyl-5-heptenal. The emulsion is added at 250° C. to a solution comprising 1072 grams of sodium sulfite, 326 grams of boric acid and 5 liters of water. The resulting mixture is stirred for two hours resulting in the formation of a white flocculant solid. To this reaction mass is added 3000 mls of 30% hydrochloric acid. The addition is accompa...